Dataset: the Open Reaction Database (ORD), a public repository of structured organic reaction records. Task: describe an organic reaction: reactants, conditions, products, and yield Reactants: C(C)(C)N(C(=O)OC)C1=C(C#N)C=CC(=C1)C (2-(N-isopropyl-N-carbomethoxyamino)-4-methyl-benzonitrile), Cl (hydrochloric acid), solution, OO (hydrogen peroxide). Solvent: C(C)O (ethanol), [OH-].[Na+] (sodium hydroxide). The product is C(C)(C)N1C(NC(C2=CC=C(C=C12)C)=O)=O (1-Isopropyl-7-methyl-quinazolin-2,4(1H,3H)-dione). As a reaction SMILES: [CH:1]([N:4]([C:9]1[CH:16]=[C:15]([CH3:17])[CH:14]=[CH:13][C:10]=1[C:11]#[N:12])[C:5](OC)=[O:6])([CH3:3])[CH3:2].[OH:18]O.Cl>C(O)C.[OH-].[Na+]>[CH:1]([N:4]1[C:9]2[C:10](=[CH:13][CH:14]=[C:15]([CH3:17])[CH:16]=2)[C:11](=[O:18])[NH:12][C:5]1=[O:6])([CH3:3])[CH3:2] |f:4.5|. Reported procedure: To a suspension of 300 g 2-(N-isopropyl-N-carbomethoxyamino)-4-methyl-benzonitrile in 750 ml of ethanol and 234 ml 10N sodium hydroxide are added dropwise over 80 minutes 576 g of a 40% solution of hydrogen peroxide. The resulting clear solution is acidified with 195 ml of concentrated hydrochloric acid, whereupon the title compound precipitates, m.p. 250°-251°.